This data is from the Open Reaction Database (ORD), a public repository of structured organic reaction records. The task is: describe an organic reaction: reactants, conditions, products, and yield The reactants are ClCCCCCCBr, O=C([O-])[O-], CS(C)=O, CCOC(C)=O, COc1ccc2c(Nc3c(Cl)cncc3Cl)cc(=O)[nH]c2c1O, [Cs+], [Cs+]. Yields the product COc1ccc2c(Nc3c(Cl)cncc3Cl)cc(=O)[nH]c2c1OCCCCCCCl. As a reaction SMILES: [Br:34][CH2:35][CH2:36][CH2:37][CH2:38][CH2:39][CH2:40][Cl:41].[C:24](=[O:25])([O-:26])[O-:27].[CH3:30][S:31]([CH3:32])=[O:33].[CH3:42][CH2:43][O:44][C:45](=[O:46])[CH3:47].[Cl:1][c:2]1[cH:3][n:4][cH:5][c:6]([Cl:23])[c:7]1[NH:8][c:9]1[cH:10][c:11](=[O:22])[nH:12][c:13]2[c:14]([OH:21])[c:15]([O:19][CH3:20])[cH:16][cH:17][c:18]12.[Cs+:28].[Cs+:29]>>[Cl:1][c:2]1[cH:3][n:4][cH:5][c:6]([Cl:23])[c:7]1[NH:8][c:9]1[cH:10][c:11](=[O:22])[nH:12][c:13]2[c:14]([O:21][CH2:35][CH2:36][CH2:37][CH2:38][CH2:39][CH2:40][Cl:41])[c:15]([O:19][CH3:20])[cH:16][cH:17][c:18]12.